This data is from the Open Reaction Database (ORD), a public repository of structured organic reaction records. The task is: describe an organic reaction: reactants, conditions, products, and yield Starting materials: [N+](=O)([O-])C1=CC=C(C=C1)COC(=O)C=1N2C(C(C2C(C1SC1COC(C1)COS(=O)(=O)C)C)C(C)O)=O (6-(1-Hydroxyethyl)-4-methyl-7-oxo-3-[[tetrahydro-5-[[(methylsulfonyl)oxy]methyl]-3-furanyl]thio]-1-azabicyclo[3.2.0]hept-2-ene-2-carboxylic acid (4-nitrophenyl)methyl ester), [I-].[Na+] (sodium iodide). Run in CC(=O)C (acetone). Yields the product [N+](=O)([O-])C1=CC=C(C=C1)COC(=O)C=1N2C(C(C2C(C1SC1COC(C1)CI)C)C(C)O)=O (6-(1-Hydroxyethyl)-4-methyl-7-oxo-3-[[tetrahydro-5-(iodomethyl)-3-furanyl]thio]-1-azabicyclo[3.2.0]hept-2-ene-2-carboxylic acid (4-nitrophenyl)methyl ester). Yield: 55.8%. RXN SMILES: [N+:1]([C:4]1[CH:9]=[CH:8][C:7]([CH2:10][O:11][C:12]([C:14]2[N:15]3[CH:18]([CH:19]([CH3:33])[C:20]=2[S:21][CH:22]2[CH2:26][CH:25]([CH2:27]OS(C)(=O)=O)[O:24][CH2:23]2)[CH:17]([CH:34]([OH:36])[CH3:35])[C:16]3=[O:37])=[O:13])=[CH:6][CH:5]=1)([O-:3])=[O:2].[I-:38].[Na+]>CC(C)=O>[N+:1]([C:4]1[CH:9]=[CH:8][C:7]([CH2:10][O:11][C:12]([C:14]2[N:15]3[CH:18]([CH:19]([CH3:33])[C:20]=2[S:21][CH:22]2[CH2:26][CH:25]([CH2:27][I:38])[O:24][CH2:23]2)[CH:17]([CH:34]([OH:36])[CH3:35])[C:16]3=[O:37])=[O:13])=[CH:6][CH:5]=1)([O-:3])=[O:2] |f:1.2|. Procedure: A mixture of 0.80 g of product from Example 57, 0.431 g of sodium iodide and 20 ml of acetone is heated at reflux temperature for 5 days. The reaction is concentrated in vacuo and the residue purified by chromatography (silica Gel: 80% ethyl acetate/hexane) to give 0.472 g of the desired product. Reactants: NN1CCCC1 (aminopyrrolidine), CN(C=1C2=C(N=C(N1)N[C@@H]1CN(CC1)C(=O)OC(C)(C)C)C1=C(S2)C=CC=C1)C (t-butyl (S)-3-(4-dimethylamino-benzo[4,5]thieno[3,2-d]pyrimidin-2-ylamino)pyrrolidine-1-carboxylate), C(C)(=O)OCC (ethyl acetate), CO (methanol). The reagents and catalysts are solution. Solvent: O1CCOCC1 (1,4-dioxane), O1CCOCC1 (1,4-dioxane), Cl (hydrochloric acid), Cl (HCl). Conditions: time 3 hour. Yields the product CN(C=1C2=C(N=C(N1)N[C@@H]1CNCC1)C1=C(S2)C=CC=C1)C ((S)-3-(4-dimethylamino-benzo[4,5]thieno[3,2-d]pyrimidin-2-ylamino)pyrrolidine). The yield is 93.4%. Reaction SMILES: NN1CCCC1.[CH3:7][N:8]([CH3:35])[C:9]1[C:10]2[S:30][C:29]3[CH:31]=[CH:32][CH:33]=[CH:34][C:28]=3[C:11]=2[N:12]=[C:13]([NH:15][C@H:16]2[CH2:20][CH2:19][N:18](C(OC(C)(C)C)=O)[CH2:17]2)[N:14]=1.CO.C(OCC)(=O)C>O1CCOCC1.Cl>[CH3:7][N:8]([CH3:35])[C:9]1[C:10]2[S:30][C:29]3[CH:31]=[CH:32][CH:33]=[CH:34][C:28]=3[C:11]=2[N:12]=[C:13]([NH:15][C@H:16]2[CH2:20][CH2:19][NH:18][CH2:17]2)[N:14]=1. Reported procedure: A mixture of 2,4-dichlorobenzo[4,5]thieno[3,2-d]pyrimidine (1.0 g), 50% aqueous dimethyl amine (2 mL), ethanol (10 mL), and 1,4-dioxane (10 mL) was stirred at 40° C. for 1 h. Water was added to the reaction mixture, the resulting solids were collected by filtration and washed with water to obtain 2-chloro-4-dimethylamino-benzo[4,5]thieno[3,2-d]pyrimidine (0.98 g). (2) To a mixture of 2-chloro-4-dimethylamino-benzo[4,5]thieno[3,2-d]pyrimidine (0.10 g), Pd2(dba)3 (0.035 g), Xantphos (0.066 g), (S)... The reactants are ClC=1C=C(CN)C=CC1Cl (3,4-dichlorobenzylamine), ClC=1N=C(C2=C(N1)SC(=C2)[N+](=O)[O-])Cl (2,4-dichloro-6-nitro-thieno-[2,3-d]-pyrimidine). The product is ClC=1N=C(C2=C(N1)SC(=C2)[N+](=O)[O-])NCC2=CC(=C(C=C2)Cl)Cl (2-chloro-6-nitro-4-(3,4-dichlorobenzylamino)-thieno-[2,3-d]-pyrimidine). RXN SMILES: [Cl:1][C:2]1[CH:3]=[C:4]([CH:7]=[CH:8][C:9]=1[Cl:10])[CH2:5][NH2:6].[Cl:11][C:12]1[N:13]=[C:14](Cl)[C:15]2[CH:20]=[C:19]([N+:21]([O-:23])=[O:22])[S:18][C:16]=2[N:17]=1>>[Cl:11][C:12]1[N:13]=[C:14]([NH:6][CH2:5][C:4]2[CH:7]=[CH:8][C:9]([Cl:10])=[C:2]([Cl:1])[CH:3]=2)[C:15]2[CH:20]=[C:19]([N+:21]([O-:23])=[O:22])[S:18][C:16]=2[N:17]=1. Reported procedure: Following the procedure of Example 1, the reaction of 3,4-dichlorobenzylamine with 2,4-dichloro-6-nitro-thieno-[2,3-d]-pyrimidine yields 2-chloro-6-nitro-4-(3,4-dichlorobenzylamino)-thieno-[2,3-d]-pyrimidine RXN SMILES: [CH2:26]([CH3:27])[OH:28].[F:1][CH2:2][C:3]1([CH2:19][F:20])[O:4][c:5]2[c:6]([cH:12][c:13]([N+:16](=[O:17])[O-:18])[cH:14][cH:15]2)[C:7]([C:9](=[O:10])[OH:11])=[CH:8]1.[OH2:29].[S:21](=[O:22])(=[O:23])([OH:24])[OH:25]>>[F:1][CH2:2][C:3]1([CH2:19][F:20])[O:4][c:5]2[c:6]([cH:12][c:13]([N+:16](=[O:17])[O-:18])[cH:14][cH:15]2)[C:7]([C:9]([O:10][CH2:26][CH3:27])=[O:11])=[CH:8]1. The product is CCOC(=O)C1=CC(CF)(CF)Oc2ccc([N+](=O)[O-])cc21. Reactants: CCO, O=C(O)C1=CC(CF)(CF)Oc2ccc([N+](=O)[O-])cc21, O, O=S(=O)(O)O.